From a dataset of the Open Reaction Database (ORD), a public repository of structured organic reaction records. describe an organic reaction: reactants, conditions, products, and yield Solvent: C(C)O (ethanol), C(C)O (ethanol). Product: BrC1=CC=C(S1)C=CC(C(=O)O)=O (4-(5-bromo-thiophen-2-yl)-2-oxo-3-butenoic acid). Conditions: time 20 minute. RXN SMILES: [C:1]([OH:6])(=[O:5])[C:2]([CH3:4])=[O:3].[OH-].[Na+].[Br:9][C:10]1[S:14][C:13]([CH:15]=O)=[CH:12][CH:11]=1>C(O)C>[Br:9][C:10]1[S:14][C:13]([CH:15]=[CH:4][C:2](=[O:3])[C:1]([OH:6])=[O:5])=[CH:12][CH:11]=1 |f:1.2|. Isolated yield 95.6%. Starting materials: C(C(=O)C)(=O)O (pyruvic acid), [OH-].[Na+] (sodium hydroxide), BrC1=CC=C(S1)C=O (5-bromo-thiophen-2-carbaldehyde). Reported procedure: A solution of pyruvic acid (12.1 mL, 174.4 mmol) in ethanol (15.0 mL) was added to a 0.5 M sodium hydroxide solution (476.2 mL). The reaction mixture was stirred at room temperature for 20 minutes. A solution of 5-bromo-thiophen-2-carbaldehyde (30.3 g, 158.6 mmol) in ethanol (140.0 mL) was slowly added to the reaction mixture at room temperature for 1 hour. The reaction mixture was stirred at room temperature for 18 hours and then the precipitate solid was filtered. The resulting solid was washe... Starting materials: ClC=1OC2=C(N1)C=CC=C2 (2-chlorobenzoxazole), C(O)CN (ethanolamine). Run in O1CCCC1 (tetrahydrofuran), O1CCCC1 (tetrahydrofuran). The product is O1C(=NC2=C1C=CC=C2)NCCO (2-[N-(2-Benzoxazolyl)amino]ethanol). As a reaction SMILES: Cl[C:2]1[O:3][C:4]2[CH:10]=[CH:9][CH:8]=[CH:7][C:5]=2[N:6]=1.[CH2:11]([CH2:13][NH2:14])[OH:12]>O1CCCC1>[O:3]1[C:4]2[CH:10]=[CH:9][CH:8]=[CH:7][C:5]=2[N:6]=[C:2]1[NH:14][CH2:13][CH2:11][OH:12]. Procedure: A solution of 2-chlorobenzoxazole (12.78 g) in dry tetrahydrofuran (50 ml) was added, over 10 minutes, to a stirred, ice-cooled solution of ethanolamine (15.3 g) in dry tetrahydrofuran (400 ml). The mixture was heated at reflux overnight, cooled, and the solvent evaporated. The residue was partitioned between water (500 ml) and dichloromethane (500 ml), and the resulting white solid filtered off, washed with dichloromethane and dried in vacuo to afford the title compound m.p. 162°-4° C. The reactants are CCN(C(C)C)C(C)C, O=S1CCc2nc(N3CCN(c4ccc(Cl)cc4)CC3)nc(Cl)c21, ClCCl, C1COCCO1, O, COC(=O)C1CC(O)CN1. Product: COC(=O)C1CC(O)CN1c1nc(N2CCN(c3ccc(Cl)cc3)CC2)nc2c1S(=O)CC2. Reaction SMILES: [CH:35]([N:36]([CH:37]([CH3:38])[CH3:39])[CH2:40][CH3:41])([CH3:42])[CH3:43].[Cl:1][c:2]1[c:3]2[c:4]([n:5][c:6]([N:8]3[CH2:9][CH2:10][N:11]([c:14]4[cH:15][cH:16][c:17]([Cl:20])[cH:18][cH:19]4)[CH2:12][CH2:13]3)[n:7]1)[CH2:21][CH2:22][S:23]2=[O:24].[Cl:51][CH2:52][Cl:53].[O:45]1[CH2:46][CH2:47][O:48][CH2:49][CH2:50]1.[OH2:44].[OH:25][CH:26]1[CH2:27][CH:28]([C:31](=[O:32])[O:33][CH3:34])[NH:29][CH2:30]1>>[c:2]1([N:29]2[CH:28]([C:31](=[O:32])[O:33][CH3:34])[CH2:27][CH:26]([OH:25])[CH2:30]2)[c:3]2[c:4]([n:5][c:6]([N:8]3[CH2:9][CH2:10][N:11]([c:14]4[cH:15][cH:16][c:17]([Cl:20])[cH:18][cH:19]4)[CH2:12][CH2:13]3)[n:7]1)[CH2:21][CH2:22][S:23]2=[O:24]. Solvent: O (water). Product: C1(=CC=CC=C1)C(C1(N(C(SC1)=NC)C)O)C1=CC=CC=C1 (4-Diphenylmethyl-3-methyl-2-methylimino-4-thiazolidinol). Reported procedure: To a solution of 7.17 g. of 3-methyl-2-methylimino-4-diphenylmethyl-4-thiazolidinol hydrobromide (Example 6) in 300 ml. of methanol:water (2.1 v/v) is added, with stirring, 1.8 ml. of 10 N sodium hydroxide. The mixture is chilled, producing a gum which crystallizes on warming to room temperature. These crystals are collected by filtration, washed with methanol:water (2:1) and dried, giving 2.76 g. of the desired product, m.p. 133°-136° C. The reactants are Br.CN1C(SCC1(O)C(C1=CC=CC=C1)C1=CC=CC=C1)=NC (3-methyl-2-methylimino-4-diphenylmethyl-4-thiazolidinol hydrobromide), CO (methanol), [OH-].[Na+] (sodium hydroxide). RXN SMILES: Br.[CH3:2][N:3]1[C:7]([CH:9]([C:16]2[CH:21]=[CH:20][CH:19]=[CH:18][CH:17]=2)[C:10]2[CH:15]=[CH:14][CH:13]=[CH:12][CH:11]=2)([OH:8])[CH2:6][S:5][C:4]1=[N:22][CH3:23].CO.[OH-].[Na+]>O>[C:16]1([CH:9]([C:10]2[CH:15]=[CH:14][CH:13]=[CH:12][CH:11]=2)[C:7]2([OH:8])[CH2:6][S:5][C:4](=[N:22][CH3:23])[N:3]2[CH3:2])[CH:17]=[CH:18][CH:19]=[CH:20][CH:21]=1 |f:0.1,3.4|. Reactants: CS(=O)(=O)C=1C(=C(C=2N(N1)C(=NN2)N)C)C (6-Methane sulfonyl-7,8-dimethyl-[1,2,4]triazolo[4,3-b]pyridazin-3-ylamine), [C-]#N.[K+] (potassium cyanide). The solvent is CN(C)C=O (DMF). Reaction conditions: temperature 100 celsius, time 1 hour. Product: NC1=NN=C2N1N=C(C(=C2C)C)C#N (3-Amino-7,8-dimethyl-[1,2,4]triazolo[4,3-b]pyridazine-6-carbonitrile). Isolated yield 71.8%. RXN SMILES: CS([C:5]1[C:6]([CH3:16])=[C:7]([CH3:15])[C:8]2[N:9]([C:11]([NH2:14])=[N:12][N:13]=2)[N:10]=1)(=O)=O.[C-:17]#[N:18].[K+]>CN(C=O)C>[NH2:14][C:11]1[N:9]2[N:10]=[C:5]([C:17]#[N:18])[C:6]([CH3:16])=[C:7]([CH3:15])[C:8]2=[N:13][N:12]=1 |f:1.2|. Procedure details: 6-Methane sulfonyl-7,8-dimethyl-[1,2,4]triazolo[4,3-b]pyridazin-3-ylamine (W1.130; 1.0 g) was dissolved in DMF (30 ml) and admixed with potassium cyanide (405 mg). After stirring at 100° C. for 1 h, the mixture was dried. The residue was stirred in EA and chromatographed using a short silica gel column with EA. Fractions concentrated by rotary evaporation. 560 mg of the title compound were obtained. Starting materials: N([C@@H](C(C)C)C(=O)O)C(=O)OC(C)(C)C (Boc-Val-OH), C(C(C)C)N (isobutylamine), C=1C=CC2=C(C1)N=NN2O (HOBt), C1CCC(CC1)N=C=NC2CCCCC2 (DCC), resultant mixture. The solvent is CN(C)C=O (DMF). Yields the product N([C@@H](C(C)C)C(=O)NCC(C)C)C(=O)OC(C)(C)C (Boc-Val-NH—CH2—CH(CH3)2). As a reaction SMILES: [NH:1]([C:9]([O:11][C:12]([CH3:15])([CH3:14])[CH3:13])=[O:10])[C@H:2]([C:6]([OH:8])=O)[CH:3]([CH3:5])[CH3:4].[CH2:16]([NH2:20])[CH:17]([CH3:19])[CH3:18].C1C=CC2N(O)N=NC=2C=1.C1CCC(N=C=NC2CCCCC2)CC1>CN(C=O)C>[NH:1]([C:9]([O:11][C:12]([CH3:15])([CH3:14])[CH3:13])=[O:10])[C@H:2]([C:6]([NH:20][CH2:16][CH:17]([CH3:19])[CH3:18])=[O:8])[CH:3]([CH3:4])[CH3:5]. Reported procedure: In a DMF solution containing 2.0 g of Boc-Val-OH, 0.92 ml of isobutylamine, 1.40 g of HOBt and 2.28 g of DCC were added under ice cooling and the resultant mixture was stirred for 14 hr. The reaction mixture was treated similarly to that in Example 51 (Process 1) to give 1.89 g of the title compound. Product: CC[C@@]12C(C[C@@H]([C@H]1[C@@H]1CCC3=CC(CC[C@@H]3[C@H]1CC2)=O)O[N+](=O)[O-])=O (18-methyl-15α-nitrooxy-4-estrene-3,17-dione). Reaction conditions: time 1 hour. The reactants are [N+](=O)(O)[O-] (nitric acid), ice water, O[C@H]1CC([C@]2(CC)[C@@H]1[C@@H]1CCC3=CC(CC[C@@H]3[C@H]1CC2)=O)=O (15α-hydroxy-18-methyl-4-estrene-3,17-dione), C(C)(=O)OC(C)=O (acetic anhydride). As a reaction SMILES: [N+:1]([O-:4])([OH:3])=[O:2].O[C@@H:6]1[C@H:12]2[C@H:13]3[C@H:22]([CH2:23][CH2:24][C@:9]2([CH2:10][CH3:11])[C:8](=[O:26])[CH2:7]1)[C@@H:21]1[C:16](=[CH:17][C:18](=[O:25])[CH2:19][CH2:20]1)[CH2:15][CH2:14]3.C(OC(=O)C)(=O)C>>[CH3:11][CH2:10][C@:9]12[CH2:24][CH2:23][C@H:22]3[C@@H:13]([CH2:14][CH2:15][C:16]4[C@@H:21]3[CH2:20][CH2:19][C:18](=[O:25])[CH:17]=4)[C@@H:12]1[C@@H:6]([O:2][N+:1]([O-:4])=[O:3])[CH2:7][C:8]2=[O:26]. Procedure: At -20° C., 6 ml. of concentrated nitric acid is added dropwise to 8.0 g. of 15α-hydroxy-18-methyl-4-estrene-3,17-dione in 60 ml. of acetic anhydride. After 1 hour, the reaction solution is introduced into ice/water. The thus-precipitated product is vacuum-filtered, washed several times with water, taken up in methylene chloride, and dried over sodium sulfate. After chromatographing the crude product on silica gel with acetone-hexane, 6.4 g. of 18-methyl-15α-nitrooxy-4-estrene-3,17-dione is prod... Reagents/catalysts: [I-].[K+] (potassium iodide). Reaction SMILES: [F:1][C:2]1[CH:7]=[CH:6][C:5]([C:8]([C:16]2[CH:21]=[CH:20][C:19]([F:22])=[CH:18][CH:17]=2)([CH:10]2[CH2:15][CH2:14][NH:13][CH2:12][CH2:11]2)[OH:9])=[CH:4][CH:3]=1.Cl[CH2:24][CH2:25][CH2:26][O:27][C:28]1[CH:33]=[CH:32][C:31]([C:34]([CH3:37])([CH3:36])[CH3:35])=[CH:30][CH:29]=1>[I-].[K+]>[CH3:36][C:34]([C:31]1[CH:30]=[CH:29][C:28]([O:27][CH2:26][CH2:25][CH2:24][N:13]2[CH2:12][CH2:11][CH:10]([C:8]([C:16]3[CH:17]=[CH:18][C:19]([F:22])=[CH:20][CH:21]=3)([C:5]3[CH:6]=[CH:7][C:2]([F:1])=[CH:3][CH:4]=3)[OH:9])[CH2:15][CH2:14]2)=[CH:33][CH:32]=1)([CH3:35])[CH3:37] |f:2.3|. Starting materials: FC1=CC=C(C=C1)C(O)(C1CCNCC1)C1=CC=C(C=C1)F ([α,α-bis(p-fluorophenyl)]-4-piperidinemethanol), ClCCCOC1=CC=C(C=C1)C(C)(C)C (4-(3-chloropropoxy)(1,1-dimethylethyl)benzene). The yield is 41.0%. Product: CC(C)(C)C1=CC=C(OCCCN2CCC(CC2)C(O)(C2=CC=C(C=C2)F)C2=CC=C(C=C2)F)C=C1 (1-[3-[4-(1,1-Dimethylethyl)phenoxy]propyl]-α,α-bis(4-fluorophenyl)-4-piperidinemethanol). Reported procedure: Following the procedure of Example 1, [α,α-bis(p-fluorophenyl)]-4-piperidinemethanol and 4-(3-chloropropoxy)(1,1-dimethylethyl)benzene were reacted using potassium iodide catalyst to give white powder (recrystallizing from isopropyl alcohol) in 41% yield, m.p. 126°-127° C.